This data is from the Open Reaction Database (ORD), a public repository of structured organic reaction records. The task is: describe an organic reaction: reactants, conditions, products, and yield Reactants: N1N=NN=C1 (1H-Tetrazole), C1(=CC=CC=C1)C1COC12OC2 (3-phenyl-1,5-dioxaspiro[3.2]hexane). The solvent is C1CCOC1 (THF), C1CCOC1 (THF). Conditions: time 1 hour. The product is OCC1(OCC1C1=CC=CC=C1)N1N=CN=N1 (2-hydroxymethyl-3-phenyl-2-(tetrazol-2-yl)oxetane). The yield is 41.2%. Reaction SMILES: [NH:1]1[CH:5]=[N:4][N:3]=[N:2]1.[C:6]1([CH:12]2[C:15]3([CH2:17][O:16]3)[O:14][CH2:13]2)[CH:11]=[CH:10][CH:9]=[CH:8][CH:7]=1>C1COCC1>[OH:16][CH2:17][C:15]1([N:2]2[N:3]=[N:4][CH:5]=[N:1]2)[CH:12]([C:6]2[CH:11]=[CH:10][CH:9]=[CH:8][CH:7]=2)[CH2:13][O:14]1. Reported procedure: 1H-Tetrazole (0.078 g, 1.1 mmol) in dry THF (2 mL) was added dropwise to a stirred solution under N2 of 3-phenyl-1,5-dioxaspiro[3.2]hexane (0.15 g, 0.94 mmol) in dry THF (2 mL) at 0° C. The reaction mixture was stirred for 1 hour and then concentrated. The resultant yellow oil was purified by flash chromatography on silica gel (CH2Cl2/methanol 100:0 to 98:2) to provide 2-hydroxymethyl-3-phenyl-2-(tetrazol-2-yl)oxetane as a pale yellow oil (0.090 g, 42%): IR (CDCl3) 3436 (br), 2916, 1319, 1054, 9...